From a dataset of the Open Reaction Database (ORD), a public repository of structured organic reaction records. describe an organic reaction: reactants, conditions, products, and yield Reactants: CC(C)(C)OP([O-])OC(C)(C)C, C1CCOC1, Cc1ccc(C=O)cc1. Product: Cc1ccc(C(O)P(=O)(OC(C)(C)C)OC(C)(C)C)cc1. As a reaction SMILES: [C:1]([CH3:2])([CH3:3])([CH3:4])[O:5][P:6]([O:7][C:8]([CH3:9])([CH3:10])[CH3:11])[O-:12].[CH2:22]1[O:23][CH2:24][CH2:25][CH2:26]1.[c:13]1([CH3:21])[cH:14][cH:15][c:16]([CH:19]=[O:20])[cH:17][cH:18]1>>[C:1]([CH3:2])([CH3:3])([CH3:4])[O:5][P:6]([O:7][C:8]([CH3:9])([CH3:10])[CH3:11])(=[O:12])[CH:19]([c:16]1[cH:15][cH:14][c:13]([CH3:21])[cH:18][cH:17]1)[OH:20]. The reactants are C(#N)C1=CC=C(C=C1)C1(CCCC=2N1C=NC2)C(=O)OCC (5-(p-cyanophenyl)-5-ethoxycarbonyl-5,6,7,8-tetrahydroimidazo[1,5-a]pyridine), [OH-].[Na+] (sodium hydroxide), Cl (hydrochloric acid). Run in CO (methanol). The product is C(#N)C1=CC=C(C=C1)C1CCCC=2N1C=NC2 (5-(p-Cyanophenyl)-5,6,7,8-tetrahydroimidazo[1,5-a]pyridine). RXN SMILES: [C:1]([C:3]1[CH:8]=[CH:7][C:6]([C:9]2(C(OCC)=O)[N:14]3[CH:15]=[N:16][CH:17]=[C:13]3[CH2:12][CH2:11][CH2:10]2)=[CH:5][CH:4]=1)#[N:2].[OH-].[Na+].Cl>CO>[C:1]([C:3]1[CH:4]=[CH:5][C:6]([CH:9]2[N:14]3[CH:15]=[N:16][CH:17]=[C:13]3[CH2:12][CH2:11][CH2:10]2)=[CH:7][CH:8]=1)#[N:2] |f:1.2|. Procedure: A solution of 1.65 g of 5-(p-cyanophenyl)-5-ethoxycarbonyl-5,6,7,8-tetrahydroimidazo[1,5-a]pyridine in 10 ml of methanol containing 0.2 g of sodium hydroxide is stirred for 3 h at room temperature and 5 ml of 1N hydrochloric acid is added. The reaction mixture is refluxed for 1 h, cooled and evaporated. The residue is partitioned between water and ethyl acetate. The organic layer is separated, dried over sodium sulfate and evaporated to yield the title compound. The reactants are C(=O)NCC(=O)O[C@@H](C[C@@H]1OC([C@H]1CCCCCC)=O)CCC=C ((R)-1-((2S,3S)-3-hexyl-4-oxooxetan-2-yl)hex-5-en-2-yl 2-methanamidoethanoate). Reagents/catalysts: [Pd] (palladium on carbon). Solvent: C(Cl)Cl (CH2Cl2). The product is C(=O)NCC(=O)O[C@@H](C[C@@H]1OC([C@H]1CCCCCC)=O)CCCC ((R)-1-((2S,3S)-3-hexyl-4-oxooxetan-2-yl)hexan-2-yl 2-methanamidoethanoate). Yield: 94.4%. RXN SMILES: [CH:1]([NH:3][CH2:4][C:5]([O:7][C@H:8]([CH2:21][CH2:22][CH:23]=[CH2:24])[CH2:9][C@H:10]1[C@H:13]([CH2:14][CH2:15][CH2:16][CH2:17][CH2:18][CH3:19])[C:12](=[O:20])[O:11]1)=[O:6])=[O:2]>[Pd].C(Cl)Cl>[CH:1]([NH:3][CH2:4][C:5]([O:7][C@H:8]([CH2:21][CH2:22][CH2:23][CH3:24])[CH2:9][C@H:10]1[C@H:13]([CH2:14][CH2:15][CH2:16][CH2:17][CH2:18][CH3:19])[C:12](=[O:20])[O:11]1)=[O:6])=[O:2]. Reported procedure: Prepared according to representative procedure described in Example 63, above. β-lactone 17f (6.2 mg, 0.018 mmol) and 5 wt % palladium on carbon (5 mg) in 2 mL of CH2Cl2 was stirred at ambient temperature for 12 h under H2 atmosphere. Filtration and chromatography (SiO2, 40% EtOAc:hexanes) gave the desired β-lactone 23b (5.8 mg, 95.1%). Reactants: ClC=1C=C2C(=C(C(OC2=CC1)=O)C#N)C (6-Chloro-3-cyano-4-methyl coumarin), [N-]=[N+]=[N-].[NH4+] (ammonium azide). Solvent: CCO (EtOH). The product is ClC=1C=C2C(=C(C(OC2=CC1)=O)C1=NN=NN1)C (6-Chloro-4-methyl-3-(tetrazol-5-yl) coumarin). As a reaction SMILES: [Cl:1][C:2]1[CH:3]=[C:4]2[C:9](=[CH:10][CH:11]=1)[O:8][C:7](=[O:12])[C:6]([C:13]#[N:14])=[C:5]2[CH3:15].[N-:16]=[N+:17]=[N-:18].[NH4+]>CCO>[Cl:1][C:2]1[CH:3]=[C:4]2[C:9](=[CH:10][CH:11]=1)[O:8][C:7](=[O:12])[C:6]([C:13]1[NH:18][N:17]=[N:16][N:14]=1)=[C:5]2[CH3:15] |f:1.2|. Procedure details: The reaction of 6-Chloro-3-cyano-4-methyl coumarin with ammonium azide as described in Example 1 yielded the title product, m.p. (EtOH) 219°-223° C. (Found: C, 50.30; H, 2.69; N, 21.33; C11H7ClN4O2 requires; C, 50.04; H, 2.84; N, 21.63%). Starting materials: C(=O)O.NC1=NC(=NC=C1O)C=1C2=C(N(N1)CC1=C(C=CC=C1)F)CCC2 (formic acid 4-amino-2-[1-(2-fluorobenzyl)-1,4,5,6-tetrahydrocyclopenta[c]pyrazol-3-yl]pyrimidin-5-ol), 1-8-1, C([O-])([O-])=O.[K+].[K+] (potassium carbonate), Cl.ClC1=CC=NC=C1C(=O)OCC (ethyl 4-chloronicotinate hydrochloride). The solvent is CN(C)C=O (DMF). Conditions: temperature 50 celsius. The product is FC1=C(CN2N=C(C3=C2CCC3)C3=NC=C(C(=N3)NC3=CC=NC=C3C(=O)OCC)O)C=CC=C1 (ethyl 4-({2-[1-(2-fluorobenzyl)-1,4,5,6-tetrahydrocyclopenta[c]pyrazol-3-yl]-5-hydroxypyrimidin-4-yl}amino)nicotinate). Reaction SMILES: C(O)=O.[NH2:4][C:5]1[C:10]([OH:11])=[CH:9][N:8]=[C:7]([C:12]2[C:13]3[CH2:27][CH2:26][CH2:25][C:14]=3[N:15]([CH2:17][C:18]3[CH:23]=[CH:22][CH:21]=[CH:20][C:19]=3[F:24])[N:16]=2)[N:6]=1.C(=O)([O-])[O-].[K+].[K+].Cl.Cl[C:36]1[C:41]([C:42]([O:44][CH2:45][CH3:46])=[O:43])=[CH:40][N:39]=[CH:38][CH:37]=1>CN(C=O)C>[F:24][C:19]1[CH:20]=[CH:21][CH:22]=[CH:23][C:18]=1[CH2:17][N:15]1[C:14]2[CH2:25][CH2:26][CH2:27][C:13]=2[C:12]([C:7]2[N:6]=[C:5]([NH:4][C:36]3[C:41]([C:42]([O:44][CH2:45][CH3:46])=[O:43])=[CH:40][N:39]=[CH:38][CH:37]=3)[C:10]([OH:11])=[CH:9][N:8]=2)=[N:16]1 |f:0.1,2.3.4,5.6|. Procedure: 3.00 g of formic acid—4-amino-2-[1-(2-fluorobenzyl)-1,4,5,6-tetrahydrocyclopenta[c]pyrazol-3-yl]pyrimidin-5-ol (1:1) 1-8-1 (9.22 mmol, 1.00 eq.) were dissolved in 300 mL DMF, 6.37 g potassium carbonate (46.1 mmol, 5.00 eq) were added and under nitrogen atmosphere 2.05 g ethyl 4-chloronicotinate hydrochloride (1:1) (9.22 mmol, 1.00 eq.) were added. The reaction mixture was stirred at 50° C. over night, filtered and the filtrate was concentrated in vacuo. The residue was purified by flash chromato... The product is C(\C=C\C(=O)O)(=O)O (fumaric acid), C(\C=C/C(=O)O)(=O)O (maleic acid). Procedure details: cooling said dehydrator bottom stream comprising molten maleic anhydride and fumaric acid to a temperature of about 250° F. to about 330° F. to precipitate the fumaric acid and form a slurry of fumaric acid in molten maleic acid; As a reaction SMILES: [C:1]1(=[O:7])[O:6][C:4](=[O:5])[CH:3]=[CH:2]1.[C:8]([OH:15])(=[O:14])/[CH:9]=[CH:10]/[C:11]([OH:13])=[O:12]>>[C:8]([OH:15])(=[O:14])/[CH:9]=[CH:10]/[C:11]([OH:13])=[O:12].[C:1]([OH:6])(=[O:7])/[CH:2]=[CH:3]\[C:4]([OH:12])=[O:5]. The reactants are C1(\C=C/C(=O)O1)=O (maleic anhydride), C(\C=C\C(=O)O)(=O)O (fumaric acid).